Dataset: the Open Reaction Database (ORD), a public repository of structured organic reaction records. Task: describe an organic reaction: reactants, conditions, products, and yield The reactants are ClC(=O)OCC1=CC=CC=C1 (benzyl chloroformate), C(C)OC(CCCN)OCC (4-aminobutyraldehyde diethyl acetal), NCCN1CCNCC1 (N-(2-aminoethyl)piperazine). The solvent is ClCCl (dichloromethane), ClCCl (dichloromethane), C([O-])([O-])=O.[Na+].[Na+] (sodium carbonate). Run at time 50 minute. Yields the product C(C1=CC=CC=C1)OC(NCCCC(OCC)OCC)=O ((4,4-Diethoxy-butyl)-carbamic acid benzyl ester). RXN SMILES: Cl[C:2]([O:4][CH2:5][C:6]1[CH:11]=[CH:10][CH:9]=[CH:8][CH:7]=1)=[O:3].[CH2:12]([O:14][CH:15]([O:20][CH2:21][CH3:22])[CH2:16][CH2:17][CH2:18][NH2:19])[CH3:13].NCCN1CCNCC1>ClCCl.C(=O)([O-])[O-].[Na+].[Na+]>[CH2:5]([O:4][C:2](=[O:3])[NH:19][CH2:18][CH2:17][CH2:16][CH:15]([O:14][CH2:12][CH3:13])[O:20][CH2:21][CH3:22])[C:6]1[CH:11]=[CH:10][CH:9]=[CH:8][CH:7]=1 |f:4.5.6|. Reported procedure: Three portions of benzyl chloroformate (260 ml) in dichloromethane (170 ml) were added sequentially over 1 h 40 min to a vigorously stirred mixture of 4-aminobutyraldehyde diethyl acetal (910 ml) in dichloromethane (3 l ) and aqueous sodium carbonate (1M, 3 l). Stirring was continued for 50 min until gas evolution ceased. N-(2-aminoethyl)piperazine (40 ml) was added and stirring was continued for 1 h 15 min. The layers were separated and the organic layer was washed with aqueous citric acid (1M,... Reactants: COC(C(=CC(N(C)CC1=CC(=C(C=C1)Cl)Cl)=O)O)=O ((3,4-Dichloro-benzyl-methyl-carbamoyl]-2-hydroxy-acrylic acid methyl ester), COC(C(=CC(N(C)CC1=CC(=C(C=C1)Cl)Cl)=O)O)=O ((3,4-Dichloro-benzyl-methyl-carbamoyl]-2-hydroxy-acrylic acid methyl ester), C=O (paraformaldehyde), S1C=CC=C1.CN (methylamine thiophene), ClC=1C=C(CN(C(=O)C=2CN(C(C2O)=O)C)C)C=CC1Cl (4-Hydroxy-1-methyl-5-oxo-2,5-dihydro-1H-pyrrole-3-carboxylic acid (3,4-dichloro-benzyl)-methyl amide). Product: ClC=1C=C(CN(C(=O)C=2C(N(C(C2O)=O)C=2SC=CC2)C)C)C=CC1Cl (4-Hydroxy-5-oxo-1-thiophen-2-yl methyl-2,5-dihydro-1H-pyrrole-3-carboxylic acid (3,4-dichloro-benzyl)-methyl-amide). Yield: 28.0%. As a reaction SMILES: CO[C:3](=[O:20])[C:4]([OH:19])=[CH:5][C:6](=[O:18])[N:7]([CH2:9][C:10]1[CH:15]=[CH:14][C:13]([Cl:16])=[C:12]([Cl:17])[CH:11]=1)[CH3:8].C=O.[S:23]1[CH:27]=[CH:26][CH:25]=[CH:24]1.CN.ClC1C=[C:33](C=CC=1Cl)[CH2:34][N:35](C)C(C1CN(C)C(=O)C=1O)=O>>[Cl:17][C:12]1[CH:11]=[C:10]([CH:15]=[CH:14][C:13]=1[Cl:16])[CH2:9][N:7]([CH3:8])[C:6]([C:5]1[CH:34]([CH3:33])[N:35]([C:24]2[S:23][CH:27]=[CH:26][CH:25]=2)[C:3](=[O:20])[C:4]=1[OH:19])=[O:18] |f:2.3|. Reported procedure: 3-[(3,4-Dichloro-benzyl-methyl-carbamoyl]-2-hydroxy-acrylic acid methyl ester (Compound 12-B) was treated with paraformaldehyde and methylamine thiophene as described in the preparation of Compound 12. The resulting residue was purified by chromatography (YMC Combiprep ODS-A, 30 mm×50 mm, MeOH/H2O/0.1% TFA) to yield the title compound as a white powder (58.7 mg, 28% yield). 1H NMR (300 MHz, CDCl3) δ: 7.41 (d, 1H, J=8.05), 7.33 (d, 1H, J=1.83), 7.26 (m, 1H), 7.08 (dd, 1H, J=8.05, J=1.83), 6.97 (m... Starting materials: CN(CCCCO)C (4-dimethylamino-1-butanol), CN(C)C (trimethylamine), Cl.NC1=NC(=C(C(=N1)C)CC1=CC=C(C=C1)CC(=O)O)NCCCCC (2-(4-((2-Amino-4-methyl-6-(pentylamino)pyrimidin-5-yl)methyl)phenyl)acetic acid hydrochloride), CS(=O)(=O)O (methanesulfonic acid), S(=O)(Cl)Cl (thionyl chloride). Solvent: C(C)(=O)OCC (ethyl acetate), C(C)#N (acetonitrile). Reaction conditions: temperature 20 celsius, time 30 minute. The product is NC1=NC(=C(C(=N1)C)CC1=CC=C(C=C1)CC(=O)OCCCCN(C)C)NCCCCC (4-(Dimethylamino)butyl 2-(4-((2-amino-4-methyl-6-(pentylamino)pyrimidin-5-yl)methyl)phenyl)acetate). As a reaction SMILES: Cl.[NH2:2][C:3]1[N:8]=[C:7]([CH3:9])[C:6]([CH2:10][C:11]2[CH:16]=[CH:15][C:14]([CH2:17][C:18]([OH:20])=[O:19])=[CH:13][CH:12]=2)=[C:5]([NH:21][CH2:22][CH2:23][CH2:24][CH2:25][CH3:26])[N:4]=1.CS(O)(=O)=O.S(Cl)(Cl)=O.[CH3:36][N:37]([CH3:43])[CH2:38][CH2:39][CH2:40][CH2:41]O.CN(C)C>C(#N)C.C(OCC)(=O)C>[NH2:2][C:3]1[N:8]=[C:7]([CH3:9])[C:6]([CH2:10][C:11]2[CH:12]=[CH:13][C:14]([CH2:17][C:18]([O:20][CH2:41][CH2:40][CH2:39][CH2:38][N:37]([CH3:43])[CH3:36])=[O:19])=[CH:15][CH:16]=2)=[C:5]([NH:21][CH2:22][CH2:23][CH2:24][CH2:25][CH3:26])[N:4]=1 |f:0.1|. Procedure details: The solution of the product from step (vi) (2.00 g, 5.28 mmol) and methanesulfonic acid (1.52 g, 15.8 mmol) in acetonitrile (16.0 g) was cooled to 20° C. and thionyl chloride (0.94 g, 7.92 mmol) was slowly added to the solution. After the mixture was stirred at 20° C. for 30 minutes, 4-dimethylamino-1-butanol (1.11 g, 9.50 mmol) was slowly added to the mixture. The mixture was heated to 40° C. and stirred at the temperature for 5 hours. After the reaction mixture was cooled to 20° C., ethyl acet... Reactants: C(C)OC(=O)C1=CN(C2=CC(=C(C=C2C1=O)F)C(CBr)=O)CC (7-bromoacetyl-1-ethyl-6-fluoro-1,4-dihydro-4-oxo-3-quinolinecarboxylic acid ethyl ester), C(C)(=O)N(CC)CC(=S)N (2-(N-acetyl-N-ethylamino)thioacetamide). The solvent is C(C)O (ethanol). The product is C(C)OC(=O)C1=CNC2=CC=C(C=C2C1=O)F (6-fluoro-1,4-dihydro-4-oxo-3-quinolinecarboxylic acid ethyl ester). As a reaction SMILES: [CH2:1]([O:3][C:4]([C:6]1[C:15](=[O:16])[C:14]2[C:9](=[CH:10][C:11](C(=O)CBr)=[C:12]([F:17])[CH:13]=2)[N:8](CC)[CH:7]=1)=[O:5])[CH3:2].C(N(CC(N)=S)CC)(=O)C>C(O)C>[CH2:1]([O:3][C:4]([C:6]1[C:15](=[O:16])[C:14]2[C:9](=[CH:10][CH:11]=[C:12]([F:17])[CH:13]=2)[NH:8][CH:7]=1)=[O:5])[CH3:2]. Reported procedure: According to example 30, reacting 7-bromoacetyl-1-ethyl-6-fluoro-1,4-dihydro-4-oxo-3-quinolinecarboxylic acid ethyl ester with 2-(N-acetyl-N-ethylamino)thioacetamide in ethanol gave 1-ethyl-7-2-[(N-acetyl-N-ethylamino)methyl]-4-thiazolyl]-6-fluoro-1,4-dihydro-4-oxo-3-quinolinecarboxylic acid ethyl ester, mp 160°-161° C. which was then hydrolyzed in refluxing 6N hydrochloric acid to afford the title compound, mp 289°-300° C. (dec). Reactants: CC=1N=C2SC3=C(N2C(C1C1=CC=C(C=C1)C(F)(F)F)=O)C=CC=C3 (2-Methyl-3-[4-(trifluoromethyl)phenyl]-4H-pyrimido[2,1-b][1,3]benzothiazol-4-one), COCCOC1=C(C=O)C=CC=C1OC (2-(2-methoxyethoxy)-3-methoxybenzaldehyde), [O-]CC.[Na+] (sodium ethoxide). Run in C(C)O (ethanol). Product: COCCOC1=C(C=CC=C1OC)/C=C/C=1N=C2N(C(C1C1=CC=C(C=C1)C(F)(F)F)=O)C1=C(S2)C=CC=C1 (2-{(E)-2-[(2-Methoxyethoxy)-3-methoxyphenyl]-1-ethenyl}-3-(4-trifluoro methylphenyl)-4H-benzo[4,5][1,3]thiazolo-[3,2-a]pyrimidin-4-one). Yield: 46.7%. RXN SMILES: [CH3:1][C:2]1[N:3]=[C:4]2[N:8]([C:9](=[O:21])[C:10]=1[C:11]1[CH:16]=[CH:15][C:14]([C:17]([F:20])([F:19])[F:18])=[CH:13][CH:12]=1)[C:7]1[CH:22]=[CH:23][CH:24]=[CH:25][C:6]=1[S:5]2.[CH3:26][O:27][CH2:28][CH2:29][O:30][C:31]1[C:38]([O:39][CH3:40])=[CH:37][CH:36]=[CH:35][C:32]=1[CH:33]=O.[O-]CC.[Na+]>C(O)C>[CH3:26][O:27][CH2:28][CH2:29][O:30][C:31]1[C:38]([O:39][CH3:40])=[CH:37][CH:36]=[CH:35][C:32]=1/[CH:33]=[CH:1]/[C:2]1[N:3]=[C:4]2[S:5][C:6]3[CH:25]=[CH:24][CH:23]=[CH:22][C:7]=3[N:8]2[C:9](=[O:21])[C:10]=1[C:11]1[CH:12]=[CH:13][C:14]([C:17]([F:18])([F:19])[F:20])=[CH:15][CH:16]=1 |f:2.3|. Procedure: The title compound was synthesized by condensation of Intermediate 23 (250 mg, 0.690 mmol) with 2-(2-methoxyethoxy)-3-methoxybenzaldehyde (218 mg, 0.970 mmol) in presence of sodium ethoxide (94 mg, 1.380 mmol) in ethanol (15 ml) according to the procedure outlined in Example 24 to give 178 mg of the desired product as a pale yellow solid; 1H NMR (300 MHz, DMSO-d6) δ 3.37 (s, 3H), 3.50 (br s, 2H), 3.78 (s, 3H), 4.04 (br s, 2H), 6.82 (d, J=15.6 Hz, 1H), 6.94-6.95 (m, 1H), 7.00-7.02 (m, 2H), 7.55-7... The reactants are C(C)(=O)Cl (acetyl chloride), NC1=C(C=CC=C1OC1=CC=CC=C1)CC(=O)OCC (ethyl 2-(2-amino-3-phenoxyphenyl)acetate), N1=CC=CC=C1 (pyridine). The solvent is C(Cl)Cl (methylene chloride), C(Cl)Cl (methylene chloride). Yields the product C(C)(=O)NC1=C(C=CC=C1OC1=CC=CC=C1)CC(=O)OCC (ethyl 2-(2-acetamido-3-phenoxyphenyl)acetate). RXN SMILES: [C:1](Cl)(=[O:3])[CH3:2].[NH2:5][C:6]1[C:11]([O:12][C:13]2[CH:18]=[CH:17][CH:16]=[CH:15][CH:14]=2)=[CH:10][CH:9]=[CH:8][C:7]=1[CH2:19][C:20]([O:22][CH2:23][CH3:24])=[O:21].N1C=CC=CC=1>C(Cl)Cl>[C:1]([NH:5][C:6]1[C:11]([O:12][C:13]2[CH:18]=[CH:17][CH:16]=[CH:15][CH:14]=2)=[CH:10][CH:9]=[CH:8][C:7]=1[CH2:19][C:20]([O:22][CH2:23][CH3:24])=[O:21])(=[O:3])[CH3:2]. Reported procedure: A solution of acetyl chloride (1.38 g.) in methylene chloride (10 ml.) was added to a mixture of ethyl 2-(2-amino-3-phenoxyphenyl)acetate (4.3 g.), pyridine (1.9 g.) and dried methylene chloride (50 ml.) over 10 minutes at 5° C. with stirring and stirred for 30 minutes at the same temperature. The reaction mixture was concentrated under reduced pressure and to the residue was added 10% hydrochloric acid. The mixture was extracted with ethyl acetate, and the extract was washed with water, dried o... Reaction SMILES: [C:1]([NH:20][C@H:21]1[CH2:26][CH2:25][CH2:24][CH2:23][C@@H:22]1[OH:27])(=[O:19])[CH2:2][CH2:3][CH2:4][CH2:5][CH2:6][CH2:7][CH2:8]/[CH:9]=[CH:10]\[CH2:11]/[CH:12]=[CH:13]\[CH2:14][CH2:15][CH2:16][CH2:17][CH3:18].[CH3:28][C:29]1([CH3:45])[O:34][CH:33]([C:35]([NH:37][CH2:38][CH2:39][C:40](O)=[O:41])=[O:36])[C:32]([CH3:44])([CH3:43])[CH2:31][O:30]1>>[CH3:28][C:29]1([CH3:45])[O:34][CH:33]([C:35]([NH:37][CH2:38][CH2:39][C:40]([O:27][C@H:22]2[CH2:23][CH2:24][CH2:25][CH2:26][C@@H:21]2[NH:20][C:1](=[O:19])[CH2:2][CH2:3][CH2:4][CH2:5][CH2:6][CH2:7][CH2:8]/[CH:9]=[CH:10]\[CH2:11]/[CH:12]=[CH:13]\[CH2:14][CH2:15][CH2:16][CH2:17][CH3:18])=[O:41])=[O:36])[C:32]([CH3:44])([CH3:43])[CH2:31][O:30]1. Reactants: C(CCCCCCC\C=C/C\C=C/CCCCC)(=O)N[C@@H]1[C@H](CCCC1)O ((1S,2S)-2-(N-Linoleoylamino)cyclohexanol), CC1(OCC(C(O1)C(=O)NCCC(=O)O)(C)C)C (3-[N-(2,2,5,5-tetramethyl-1,3-dioxane-4-carbonyl)amino]propionic acid). The yield is 44.0%. Reported procedure: (1S,2S)-2-(N-Linoleoylamino)cyclohexanol (3.77 g) and 2.59 g of 3-[N-(2,2,5,5-tetramethyl-1,3-dioxane-4-carbonyl)amino]propionic acid were reacted in the same manner as in Example 15 to obtain 2.72 g of the title compound (yield: 44%) Product: CC1(OCC(C(O1)C(=O)NCCC(=O)O[C@@H]1[C@H](CCCC1)NC(CCCCCCC\C=C/C\C=C/CCCCC)=O)(C)C)C ((1S,2S)-2-(Linoleoylamino)cyclohexane-1-yl 3-[N-(2,2,5,5-tetramethyl-1,3-dioxane-4-carbonyl)amino]propionate). Yields the product OC1(CCCC2=CC=CC=C12)CN ((1-hydroxy-1,2,3,4-tetrahydronaphthyl)methylamine). Run in C1CCOC1 (THF), C1CCOC1 (THF). Reported procedure: Five and one-half g of trimethylsilylcyanide is added to a mixture of 7.3 g of 1-tetralone and 10 mg of zinc iodide. The mixture is stirred at room temperature overnight. It is dissolved in 25 ml dry THF and slowly added to a suspension of 2.3 g of lithium aluminumhydride in 40 ml of THF. Reaction is refluxed for three hours and upon cooling, carefully quenched with water. Precipitate is filtered and aqueous solution is diluted with 100 ml 1N NaOH. It was extracted with ether (3×100 ml), dried o... Yield: 73.0%. Starting materials: C[Si](C)(C)C#N (trimethylsilylcyanide), C1(CCCC2=CC=CC=C12)=O (1-tetralone), [Li] (lithium). Run at time 8 hour. Reagents/catalysts: [I-].[Zn+2].[I-] (zinc iodide). RXN SMILES: C[Si]([C:5]#[N:6])(C)C.[C:7]1(=[O:17])[C:16]2[C:11](=[CH:12][CH:13]=[CH:14][CH:15]=2)[CH2:10][CH2:9][CH2:8]1.[Li]>C1COCC1.[I-].[Zn+2].[I-]>[OH:17][C:7]1([CH2:5][NH2:6])[C:16]2[C:11](=[CH:12][CH:13]=[CH:14][CH:15]=2)[CH2:10][CH2:9][CH2:8]1 |f:4.5.6,^1:17|. Starting materials: CS(=O)(=O)c1ccc2c(c1)CCN2, CC(C)(C)O, CC(C)c1cc(C(C)C)c(-c2ccc(PC3CCCCC3)cc2PC2CCCCC2)c(C(C)C)c1, CC(C)(C)OC(=O)N1CCC(n2ccc3c(Cl)ccnc32)CC1. The product is CC(C)(C)OC(=O)N1CCC(n2ccc3c(N4CCc5cc(S(C)(=O)=O)ccc54)ccnc32)CC1. RXN SMILES: [CH3:1][S:2](=[O:3])(=[O:4])[c:5]1[cH:6][c:7]2[c:11]([cH:12][cH:13]1)[NH:10][CH2:9][CH2:8]2.[CH3:72][C:73]([OH:74])([CH3:75])[CH3:76].[CH:37]1([PH:38][c:39]2[cH:40][cH:41][c:42](-[c:43]3[c:44]([CH:45]([CH3:46])[CH3:47])[cH:48][c:49]([CH:50]([CH3:51])[CH3:52])[cH:53][c:54]3[CH:55]([CH3:56])[CH3:57])[c:58]([PH:59][CH:60]3[CH2:61][CH2:62][CH2:63][CH2:64][CH2:65]3)[cH:66]2)[CH2:67][CH2:68][CH2:69][CH2:70][CH2:71]1.[Cl:14][c:15]1[c:16]2[c:17]([n:18][cH:19][cH:20]1)[n:21]([CH:24]1[CH2:25][CH2:26][N:27]([C:30](=[O:31])[O:32][C:33]([CH3:34])([CH3:35])[CH3:36])[CH2:28][CH2:29]1)[cH:22][cH:23]2>>[CH3:1][S:2](=[O:3])(=[O:4])[c:5]1[cH:6][c:7]2[c:11]([cH:12][cH:13]1)[N:10]([c:15]1[c:16]3[c:17]([n:18][cH:19][cH:20]1)[n:21]([CH:24]1[CH2:25][CH2:26][N:27]([C:30](=[O:31])[O:32][C:33]([CH3:34])([CH3:35])[CH3:36])[CH2:28][CH2:29]1)[cH:22][cH:23]3)[CH2:9][CH2:8]2.